This data is from the Open Reaction Database (ORD), a public repository of structured organic reaction records. The task is: describe an organic reaction: reactants, conditions, products, and yield Yields the product OCCCCCCCCCCCCOC(=O)C1=C(C(=O)NC(OCC)=O)C=CC=C1 (ethyl N-{2-(12-hydroxydodecyloxycarbonyl)benzoyl)carbamate). As a reaction SMILES: [CH2:1]([O:3][C:4]([N:6]1[C:10](=[O:11])[C:9]2=[CH:12][CH:13]=[CH:14][CH:15]=[C:8]2[C:7]1=[O:16])=[O:5])[CH3:2].[CH2:17]([OH:30])[CH2:18][CH2:19][CH2:20][CH2:21][CH2:22][CH2:23][CH2:24][CH2:25][CH2:26][CH2:27][CH2:28][OH:29]>>[OH:29][CH2:28][CH2:27][CH2:26][CH2:25][CH2:24][CH2:23][CH2:22][CH2:21][CH2:20][CH2:19][CH2:18][CH2:17][O:30][C:7]([C:8]1[CH:15]=[CH:14][CH:13]=[CH:12][C:9]=1[C:10]([NH:6][C:4](=[O:5])[O:3][CH2:1][CH3:2])=[O:11])=[O:16]. The reactants are C(C)OC(=O)N1C(C=2C(C1=O)=CC=CC2)=O (N-ethoxycarbonylphthalimide), C(CCCCCCCCCCCO)O (1,12-dodecanediol). Procedure details: According to the same manner as described in Example 1 except for reacting N-ethoxycarbonylphthalimide with 1,12-dodecanediol under conditions shown in Table 19, ethyl N-{2-(12-hydroxydodecyloxycarbonyl)benzoyl)carbamate was obtained. Characteristics and identified structure of the resulting compound are shown in Table 9.